Dataset: the Open Reaction Database (ORD), a public repository of structured organic reaction records. Task: describe an organic reaction: reactants, conditions, products, and yield The reactants are O[C@H](C)[C@@H]1[C@@H]2N(C(=C([C@@H]2C)C=2N=CN3C2SC=C3)C(=O)[O-])C1=O.[Na+] (sodium (1S,5R,6S)-6-((1R)-1-hydroxyethyl)-2-(imidazo[5,1-b]thiazol-7-yl)-1-methyl-1-carbapen-2-em-3-carboxylate), C(O)([O-])=O.[Na+] (sodium hydrogen carbonate), C(C(C)(C)C)(=O)OCI (Pivaloyloxymethyl iodide). The solvent is C(C)(=O)OCC (ethyl acetate), CN(C)C=O (DMF). Reaction conditions: temperature -30 celsius, time 1 hour. Product: O[C@H](C)[C@@H]1[C@@H]2N(C(=C([C@@H]2C)C=2N=CN3C2SC=C3)C(=O)OCOC(C(C)(C)C)=O)C1=O (Pivaloyloxymethyl (1S,5R,6S)-6-((1R)-1-hydroxyethyl)-2-(imidazo[5,1-b]thiazol-7-yl)-1-methyl-1-carbapen-2-em-3-carboxylate). Yield: 50.0%. Reaction SMILES: [OH:1][C@@H:2]([C@H:4]1[C:22](=[O:23])[N:6]2[C:7]([C:19]([O-:21])=[O:20])=[C:8]([C:11]3[N:12]=[CH:13][N:14]4[CH:18]=[CH:17][S:16][C:15]=34)[C@H:9]([CH3:10])[C@H:5]12)[CH3:3].[Na+].C(=O)([O-])O.[Na+].[C:30]([O:36][CH2:37]I)(=[O:35])[C:31]([CH3:34])([CH3:33])[CH3:32]>CN(C=O)C.C(OCC)(=O)C>[OH:1][C@@H:2]([C@H:4]1[C:22](=[O:23])[N:6]2[C:7]([C:19]([O:21][CH2:37][O:36][C:30](=[O:35])[C:31]([CH3:34])([CH3:33])[CH3:32])=[O:20])=[C:8]([C:11]3[N:12]=[CH:13][N:14]4[CH:18]=[CH:17][S:16][C:15]=34)[C@H:9]([CH3:10])[C@H:5]12)[CH3:3] |f:0.1,2.3|. Reported procedure: To a solution of 27 mg of sodium (1S,5R,6S)-6-((1R)-1-hydroxyethyl)-2-(imidazo[5,1-b]thiazol-7-yl)-1-methyl-1-carbapen-2-em-3-carboxylate in 0.5 ml of DMF was added 4.0 mg of sodium hydrogen carbonate, and the mixture was cooled to −30° C. under the atmosphere of argon. Pivaloyloxymethyl iodide (30 mg) was added, and the reaction mixture was stirred at −20-−30° C. for 1 hour. The reaction mixture was diluted with 20 ml of ethyl acetate and 10 ml of semi-saturated aqueous saline, and the mixture ... The reactants are COC=1C=C(CCl)C=C(C1OCCC)SC (3-methoxy-5-methylthio-4-propoxybenzyl chloride), [C-]#N.[Na+] (sodium cyanide). The solvent is CN(C)C=O (DMF). Run at time 48 hour. The product is COC=1C=C(C=C(C1OCCC)SC)CC#N (3-methoxy-5-methylthio-4-propoxyphenyl acetonitrile). Yield: 94.0%. Reaction SMILES: [CH3:1][O:2][C:3]1[CH:4]=[C:5]([CH:8]=[C:9]([S:15][CH3:16])[C:10]=1[O:11][CH2:12][CH2:13][CH3:14])[CH2:6]Cl.[C-:17]#[N:18].[Na+]>CN(C=O)C>[CH3:1][O:2][C:3]1[CH:4]=[C:5]([CH2:6][C:17]#[N:18])[CH:8]=[C:9]([S:15][CH3:16])[C:10]=1[O:11][CH2:12][CH2:13][CH3:14] |f:1.2|. Reported procedure: To 16 g of 3-methoxy-5-methylthio-4-propoxybenzyl chloride in 100 ml of dry DMF was added 5 g (0.10 mole) sodium cyanide. The mixture was stirred for about 48 hours at rom temperature under N2. The solution was filtered, and the filtrate was concentrated under vacuum. The residue was purified by flash column chromatography to yield 14.5 g of 3-methoxy-5-methylthio-4-propoxyphenyl acetonitrile as an oil. (95% yield). The reactants are title material, C(=O)(OCC)C1C(CCCC1)=O (2-carboethoxycyclohexanone), C([O-])([O-])=O.[K+].[K+] (potassium carbonate), BrCC=1OC=CC1 (2-bromomethyl furan). Reagents/catalysts: [I-].C(CCC)[N+](CCCC)(CCCC)CCCC (tetrabutylammonium iodide). Product: O1C(=CC=C1)CC1C(CCCC1)=O (2-[(2-furanyl)methyl]cyclohexanone). RXN SMILES: [C:1]([CH:6]1[CH2:11][CH2:10][CH2:9][CH2:8][C:7]1=[O:12])(OCC)=O.C(=O)([O-])[O-].[K+].[K+].BrC[C:21]1[O:22][CH:23]=[CH:24][CH:25]=1>[I-].C([N+](CCCC)(CCCC)CCCC)CCC>[O:22]1[CH:23]=[CH:24][CH:25]=[C:21]1[CH2:1][CH:6]1[CH2:11][CH2:10][CH2:9][CH2:8][C:7]1=[O:12] |f:1.2.3,5.6|. Procedure: 2-carboethoxycyclohexanone, finely powdered potassium carbonate, 2-bromomethyl furan, and tetrabutylammonium iodide are reacted by the method of Example 38 to generate the title material.